Dataset: the Open Reaction Database (ORD), a public repository of structured organic reaction records. Task: describe an organic reaction: reactants, conditions, products, and yield Reactants: NC(C(=O)N1C(CN(C(C1)=O)CCC1=CC2=CC=CC=C2C=C1)CCC#N)CC1=CC=C(C=C1)F (3-[1-[2-amino-3-(4-fluorophenyl)proponyl]-4-(2-naphthalen-2-ylethyl)-5-oxo-piperazin-2-yl]propionitrile), C(C)(=O)N[C@@H](CC1=CC=C(C=C1)O)C(=O)O (N-acetyl-L-tyrosine), ON1N=NC2=C1C=CC=C2 (1-hydroxybenzotriazole), CN1CCOCC1 (N-methylmorpholine), CN(CCCN=C=NCC)C (1-(3-dimethylaminopropyl)-3-ethylcarbodiimide). Run in CN(C)C=O (DMF), O (water). Reaction conditions: temperature 0 celsius, time 2 hour. The product is C(C)(=O)NC(C(=O)NC(C(=O)N1C(CN(C(C1)=O)CCC1=CC2=CC=CC=C2C=C1)CCC#N)CC1=CC=C(C=C1)F)CC1=CC=C(C=C1)O (2-acetylamino-N-[2-[2-(2-cyanoethyl)-4-(2-naphthalen-2-ylethyl)-5-oxo-piperazin-1-yl]-1-(4-fluorobenzyl)-2-oxo-ethyl]-3-(4-hydroxyphenyl)-propionamide). Reaction SMILES: [NH2:1][CH:2]([CH2:28][C:29]1[CH:34]=[CH:33][C:32]([F:35])=[CH:31][CH:30]=1)[C:3]([N:5]1[CH2:10][C:9](=[O:11])[N:8]([CH2:12][CH2:13][C:14]2[CH:23]=[CH:22][C:21]3[C:16](=[CH:17][CH:18]=[CH:19][CH:20]=3)[CH:15]=2)[CH2:7][CH:6]1[CH2:24][CH2:25][C:26]#[N:27])=[O:4].[C:36]([NH:39][C@H:40]([C:49](O)=[O:50])[CH2:41][C:42]1[CH:47]=[CH:46][C:45]([OH:48])=[CH:44][CH:43]=1)(=[O:38])[CH3:37].ON1C2C=CC=CC=2N=N1.CN1CCOCC1.CN(C)CCCN=C=NCC>CN(C=O)C.O>[C:36]([NH:39][CH:40]([CH2:41][C:42]1[CH:43]=[CH:44][C:45]([OH:48])=[CH:46][CH:47]=1)[C:49]([NH:1][CH:2]([CH2:28][C:29]1[CH:34]=[CH:33][C:32]([F:35])=[CH:31][CH:30]=1)[C:3]([N:5]1[CH2:10][C:9](=[O:11])[N:8]([CH2:12][CH2:13][C:14]2[CH:23]=[CH:22][C:21]3[C:16](=[CH:17][CH:18]=[CH:19][CH:20]=3)[CH:15]=2)[CH2:7][CH:6]1[CH2:24][CH2:25][C:26]#[N:27])=[O:4])=[O:50])(=[O:38])[CH3:37]. Reported procedure: To a solution of 3-[1-[2-amino-3-(4-fluorophenyl)proponyl]-4-(2-naphthalen-2-ylethyl)-5-oxo-piperazin-2-yl]propionitrile, 33, (47.2 g, 100 mmol), N-acetyl-L-tyrosine (22.3 g, 120 mmol), 1-hydroxybenzotriazole (16.2 g, 120 mmol), and N-methylmorpholine (132 mL, 120 mmol) in DMF (150 mL) is cooled to 0° C. and 1-(3-dimethylaminopropyl)-3-ethylcarbodiimide (24.9 g, 130 mmol) is slowly added. The resulting mixture is stirred for 2 hours at 0° C. then allowed to warm and stir at room temperature anot... The yield is 34.0%. Starting materials: N1(CCCC1)CCS(=O)(=O)N1CCC(CC1)C1=CNC2=C(C=C(C=C12)C1=CSC=C1)C(=O)N (3-(1-{[2-(1-pyrrolidinyl)ethyl]sulfonyl}-4-piperidinyl)-5-(3-thienyl)-1H-indole-7-carboxamide), BrC=1C=C2C(=CNC2=C(C1)C(=O)N)C1CCN(CC1)S(=O)(=O)CCCNC1CCCC1 (5-bromo-3-(1-{[3-(cyclopentylamino)propyl]sulfonyl}-4-piperidinyl)-1H-indole-7-carboxamide), OCC=1C=C(C=CC1)B(O)O ([3-(hydroxymethyl)phenyl]boronic acid), C([O-])([O-])=O.[Cs+].[Cs+] (cesium carbonate). Procedure: The title compound was prepared according to the general procedure for intermediate 16. Thus, 5-bromo-3-(1-{[3-(cyclopentylamino)propyl]sulfonyl}-4-piperidinyl)-1H-indole-7-carboxamide (46 mg, 0.09 mmol), [3-(hydroxymethyl)phenyl]boronic acid (55 mg, 0.36 mmol), Pd(PPh3)4 (10 mg, 10%) and cesium carbonate (117 mg, 0.36 mmol) were heated in microwave at 160° C. for 40 min to yield the desired product (16.5 mg, 34%), which was purified by reverse phase HPLC eluting with 10% B to 80% B, where A=H2O... Product: C1(CCCC1)NCCCS(=O)(=O)N1CCC(CC1)C1=CNC2=C(C=C(C=C12)C1=CC(=CC=C1)CO)C(=O)N (3-(1-{[3-(cyclopentylamino)propyl]sulfonyl}-4-piperidinyl)-5-[3-(hydroxymethyl)phenyl]-1H-indole-7-carboxamide). As a reaction SMILES: N1(CCS(N2CCC(C3[C:25]4[C:20](=[C:21]([C:31](N)=[O:32])[CH:22]=[C:23](C5C=CSC=5)[CH:24]=4)NC=3)CC2)(=O)=O)CCCC1.Br[C:35]1[CH:36]=[C:37]2[C:41](=[C:42]([C:44]([NH2:46])=[O:45])[CH:43]=1)[NH:40][CH:39]=[C:38]2[CH:47]1[CH2:52][CH2:51][N:50]([S:53]([CH2:56][CH2:57][CH2:58][NH:59][CH:60]2[CH2:64][CH2:63][CH2:62][CH2:61]2)(=[O:55])=[O:54])[CH2:49][CH2:48]1.OCC1C=C(B(O)O)C=CC=1.C(=O)([O-])[O-].[Cs+].[Cs+]>C1C=CC([P]([Pd]([P](C2C=CC=CC=2)(C2C=CC=CC=2)C2C=CC=CC=2)([P](C2C=CC=CC=2)(C2C=CC=CC=2)C2C=CC=CC=2)[P](C2C=CC=CC=2)(C2C=CC=CC=2)C2C=CC=CC=2)(C2C=CC=CC=2)C2C=CC=CC=2)=CC=1>[CH:60]1([NH:59][CH2:58][CH2:57][CH2:56][S:53]([N:50]2[CH2:49][CH2:48][CH:47]([C:38]3[C:37]4[C:41](=[C:42]([C:44]([NH2:46])=[O:45])[CH:43]=[C:35]([C:25]5[CH:24]=[CH:23][CH:22]=[C:21]([CH2:31][OH:32])[CH:20]=5)[CH:36]=4)[NH:40][CH:39]=3)[CH2:52][CH2:51]2)(=[O:54])=[O:55])[CH2:64][CH2:63][CH2:62][CH2:61]1 |f:3.4.5,^1:85,87,106,125|. The reagents and catalysts are C=1C=CC(=CC1)[P](C=2C=CC=CC2)(C=3C=CC=CC3)[Pd]([P](C=4C=CC=CC4)(C=5C=CC=CC5)C=6C=CC=CC6)([P](C=7C=CC=CC7)(C=8C=CC=CC8)C=9C=CC=CC9)[P](C=1C=CC=CC1)(C=1C=CC=CC1)C=1C=CC=CC1 (Pd(PPh3)4). Reactants: ClC=1C=C(C=2N(C1)N=CC2I)O[C@H](C)[C@@H]2CC(N(C2)[C@H](C)C2=CC=C(C=C2)OC)=O ((R)-4-((R)-1-((6-chloro-3-iodopyrazolo[1,5-a]pyridin-4-yl)oxy)ethyl)-1-((R)-1-(4-methoxyphenyl)ethyl)pyrrolidin-2-one), [(2-dicyclohexylphosphino-2′,6′-bis(N,N-dimethylamino)-1,1′-biphenyl)-2-(2′-amino-1,1′-biphenyl)]palladium(II) methanesulfonate, [Br-].C1(CC1)[Zn+] (cyclopropylzinc bromide). Run in Cl (HCl). Run at time 15 minute. The product is ClC=1C=C(C=2N(C1)N=CC2C2CC2)O[C@H](C)[C@@H]2CC(N(C2)[C@H](C)C2=CC=C(C=C2)OC)=O ((R)-4-((R)-1-((6-chloro-3-cyclopropylpyrazolo[1,5-a]pyridin-4-yl)oxy)ethyl)-1-((R)-1-(4-methoxyphenyl)ethyl)pyrrolidin-2-one). As a reaction SMILES: [Cl:1][C:2]1[CH:3]=[C:4]([O:12][C@@H:13]([C@H:15]2[CH2:19][N:18]([C@@H:20]([C:22]3[CH:27]=[CH:26][C:25]([O:28][CH3:29])=[CH:24][CH:23]=3)[CH3:21])[C:17](=[O:30])[CH2:16]2)[CH3:14])[C:5]2[N:6]([N:8]=[CH:9][C:10]=2I)[CH:7]=1.[Br-].[CH:32]1([Zn+])[CH2:34][CH2:33]1>Cl>[Cl:1][C:2]1[CH:3]=[C:4]([O:12][C@@H:13]([C@H:15]2[CH2:19][N:18]([C@@H:20]([C:22]3[CH:27]=[CH:26][C:25]([O:28][CH3:29])=[CH:24][CH:23]=3)[CH3:21])[C:17](=[O:30])[CH2:16]2)[CH3:14])[C:5]2[N:6]([N:8]=[CH:9][C:10]=2[CH:32]2[CH2:34][CH2:33]2)[CH:7]=1 |f:1.2|. Reported procedure: (R)-4-((R)-1-((6-chloro-3-iodopyrazolo[1,5-a]pyridin-4-yl)oxy)ethyl)-1-((R)-1-(4-methoxyphenyl)ethyl)pyrrolidin-2-one (58 mg, 0.11 mmol) and [(2-dicyclohexylphosphino-2′,6′-bis(N,N-dimethylamino)-1,1′-biphenyl)-2-(2′-amino-1,1′-biphenyl)]palladium(II) methanesulfonate (8.7 mg, 0.011 mmol) were added. After evacuating and backfilling with nitrogen, THF (1.1 mL) was added followed by cyclopropylzinc bromide (1.3 mL, 0.65 mmol, 0.5M solution in THF). The mixture was stirred at room temperature for ... The reactants are ClC=1C=C(C(=NC1)OC1=CC=C(C=C1)F)C(=O)N[C@@H](C)C1=CC=C(C(=O)O)C=C1 (4-[(1S)-1-({[5-Chloro-2-(4-fluorophenoxy)pyridin-3-yl]carbonyl}amino)ethyl]benzoic acid), CC=1C=CC(=NC1)S(=O)(=O)N (5-methylpyridine-2-sulfonamide). Yields the product ClC=1C=NC(=C(C(=O)N[C@@H](C)C2=CC=C(C=C2)C(=O)NS(=O)(=O)C2=NC=C(C=C2)C)C1)OC1=CC=C(C=C1)F (5-CHLORO-2-(4-FLUOROPHENOXY)-N-{(1S)-1-[4-({[(5-METHYLPYRIDIN-2-YL)SULFONYL]AMINO}CARBONYL)PHENYL]ETHYL}NICOTINAMIDE). RXN SMILES: [Cl:1][C:2]1[CH:3]=[C:4]([C:16]([NH:18][C@H:19]([C:21]2[CH:29]=[CH:28][C:24]([C:25]([OH:27])=O)=[CH:23][CH:22]=2)[CH3:20])=[O:17])[C:5]([O:8][C:9]2[CH:14]=[CH:13][C:12]([F:15])=[CH:11][CH:10]=2)=[N:6][CH:7]=1.[CH3:30][C:31]1[CH:32]=[CH:33][C:34]([S:37]([NH2:40])(=[O:39])=[O:38])=[N:35][CH:36]=1>>[Cl:1][C:2]1[CH:7]=[N:6][C:5]([O:8][C:9]2[CH:10]=[CH:11][C:12]([F:15])=[CH:13][CH:14]=2)=[C:4]([CH:3]=1)[C:16]([NH:18][C@H:19]([C:21]1[CH:22]=[CH:23][C:24]([C:25]([NH:40][S:37]([C:34]2[CH:33]=[CH:32][C:31]([CH3:30])=[CH:36][N:35]=2)(=[O:39])=[O:38])=[O:27])=[CH:28][CH:29]=1)[CH3:20])=[O:17]. Reported procedure: The title compound was prepared according to the procedure described in step 1 of Example 103 from 4-[(1S)-1-({[5-chloro-2-(4-fluorophenoxy)pyridin-3-yl]carbonyl}amino)ethyl]benzoic acid (step 5 of Example 44) and 5-methylpyridine-2-sulfonamide: 1H-NMR (DMSO-d6) δ 8.95 (1H, d, J=8.6 Hz), 8.38 (1H, br.s), 8.26 (1H, d, J=2.6 Hz), 8.10 (1H, d, J=2.6 Hz), 7.92–7.70 (4H, m), 7.40 (2H, d, J=7.9 Hz), 7.30–7.23 (4H, m), 5.22–5.08 (1H, m), 2.34 (3H, s), 1.44 (3H, d, J=6.8 Hz); MS (ESI) m/z 569 (M+H)+, 56...